describe an organic reaction: reactants, conditions, products, and yield From a dataset of the Open Reaction Database (ORD), a public repository of structured organic reaction records. The reactants are FC1=CC=CC(=N1)N (6-fluoropyridin-2-amine), C[C@H]1NCCC1 ((R)-2-methylpyrrolidine). Run in O (water). Run at temperature 205 celsius. The product is C[C@H]1N(CCC1)C1=CC=CC(=N1)N ((R)-6-(2-methylpyrrolidin-1-yl)pyridin-2-amine). The yield is 81.9%. As a reaction SMILES: F[C:2]1[N:7]=[C:6]([NH2:8])[CH:5]=[CH:4][CH:3]=1.[CH3:9][C@@H:10]1[CH2:14][CH2:13][CH2:12][NH:11]1>O>[CH3:9][C@@H:10]1[CH2:14][CH2:13][CH2:12][N:11]1[C:2]1[N:7]=[C:6]([NH2:8])[CH:5]=[CH:4][CH:3]=1. Procedure details: A suspension of 6-fluoropyridin-2-amine (448 mg, 4 mmol) and (R)-2-methylpyrrolidine (511 mg, 6 mmol) in water (0.5 mL) was heated to 205° C. in a microwave oven for 30 minutes. The reaction mixture was purified by chromatography (silica gel, 200-300 mesh, petroleum ether:ethyl acetate=3:1) to give (R)-6-(2-methylpyrrolidin-1-yl)pyridin-2-amine (581 mg, 82%) as a light yellow oil. LC-MS: [M+H]+, 178.2, tR=1.049 min. Starting materials: FC=1C=C(C=C(C1)F)C[C@@H]([C@@H]1OC1)NC(OCC1=CC=CC=C1)=O (Benzyl (1S)-2-(3,5-difluorophenyl)-1-[(2S)-oxiranyl]ethylcarbamate), COC1=CC=C2CCCC(C2=C1)N (7-methoxy-1,2,3,4-tetrahydro-1-naphthalenylamine), C(CC)N(C(=O)C=1C=C(C(=O)O)C=C(C1)CC)CCC (3-[(Dipropylamino)carbonyl]-5-ethylbenzoic acid). Yields the product C(C1=CC=CC=C1)[C@@H]([C@@H](CNCC1=CC(=CC=C1)OC)O)NC(C1=CC=C(C=C1)OCC1=CC=CC=C1)=O (N-{(1S,2R)-1-benzyl-2-hydroxy-3-[(3-methoxybenzyl)amino]-propyl}-4-(benzyloxy)benzamide). As a reaction SMILES: F[C:2]1[CH:3]=[C:4]([CH2:9][C@H:10]([NH:14][C:15](=[O:24])OCC2C=CC=CC=2)[C@H:11]2[CH2:13][O:12]2)[CH:5]=[C:6](F)[CH:7]=1.[CH3:25][O:26][C:27]1[CH:36]=[C:35]2[C:30](CCC[CH:34]2[NH2:37])=[CH:29][CH:28]=1.C(N(CCC)C([C:44]1[CH:45]=[C:46]([CH:50]=[C:51](CC)[CH:52]=1)[C:47]([OH:49])=O)=O)CC>>[CH2:9]([C@H:10]([NH:14][C:15](=[O:24])[C:2]1[CH:3]=[CH:4][C:5]([O:49][CH2:47][C:46]2[CH:45]=[CH:44][CH:52]=[CH:51][CH:50]=2)=[CH:6][CH:7]=1)[C@H:11]([OH:12])[CH2:13][NH:37][CH2:34][C:35]1[CH:30]=[CH:29][CH:28]=[C:27]([O:26][CH3:25])[CH:36]=1)[C:4]1[CH:3]=[CH:2][CH:7]=[CH:6][CH:5]=1. Procedure details: Following the general procedure of EXAMPLEs 4, 5 and 6 and making non-critical variations but using tert-butyl 1-(2-oxiranyl)-2-phenylethylcarbamate (V), 3-methoxybenzylamine (VI) and 4-(benzyloxy)benzoic acid (IX), the title compound is obtained, MH+=511.